Dataset: the Open Reaction Database (ORD), a public repository of structured organic reaction records. Task: describe an organic reaction: reactants, conditions, products, and yield Starting materials: C1(=CC=CC=C1)CCC1=NC=2C=CC=C3C(CCN1C23)O (5,6-dihydro-2-(2-phenylethyl)-4H-imidazo[4,5,1-ij]quinolin-6-ol), BrCC1=C(C(=O)OC)C=CC=C1 (methyl o-bromomethylbenzoate), [H-].[Na+] (sodium hydride), ice water. Solvent: CN(C=O)C (DMF), CN(C=O)C (DMF), CN(C=O)C (N,N-dimethylformamide). Reaction conditions: time 1 hour. Yields the product COC(=O)C1=C(C=CC=C1)COC1CCN2C3=C(C=CC=C13)N=C2CCC2=CC=CC=C2 (5,6-dihydro-6-(2-methoxycarbonylphenyl)methoxy-2-(2-phenylethyl)-4H-imidazo[4,5,1-ij]quinoline). The yield is 77.7%. As a reaction SMILES: [H-].[Na+].[C:3]1([CH2:9][CH2:10][C:11]2[N:21]3[C:22]4[C:17]([CH:18]([OH:23])[CH2:19][CH2:20]3)=[CH:16][CH:15]=[CH:14][C:13]=4[N:12]=2)[CH:8]=[CH:7][CH:6]=[CH:5][CH:4]=1.Br[CH2:25][C:26]1[CH:35]=[CH:34][CH:33]=[CH:32][C:27]=1[C:28]([O:30][CH3:31])=[O:29]>CN(C)C=O>[CH3:31][O:30][C:28]([C:27]1[CH:32]=[CH:33][CH:34]=[CH:35][C:26]=1[CH2:25][O:23][CH:18]1[C:17]2[C:22]3=[C:13]([N:12]=[C:11]([CH2:10][CH2:9][C:3]4[CH:8]=[CH:7][CH:6]=[CH:5][CH:4]=4)[N:21]3[CH2:20][CH2:19]1)[CH:14]=[CH:15][CH:16]=2)=[O:29] |f:0.1|. Reported procedure: A portion (1.15 g) of 60% sodium hydride was added to 50 mL of anhydrous N,N-dimethylformamide (DMF) in an argon atmosphere; 2.0 g of 5,6-dihydro-2-(2-phenylethyl)-4H-imidazo[4,5,1-ij]quinolin-6-ol obtained in Example 4 was dissolved in anhydrous DMF (40 mL) and the solution was added dropwise to the first mentioned solution at room temperature. After stirring for 1 hr at room temperature, a solution of methyl o-bromomethylbenzoate (6.6 g) in anhydrous DMF (40 mL) was added dropwise and the mixt... The reactants are C(C)(=O)C(C(=O)OCC)CC1=CC(=C(C=C1)OC)OC1CCCC1 (ethyl 2-acetyl-3-(3-cyclopentyloxy-4-methoxyphenyl)-propanoate), O.NN (hydrazine monohydrate). The solvent is C(C)O (ethanol). Run at temperature 0 celsius, time 45 minute. Product: C1(CCCC1)OC=1C=C(CC=2C(N=NC2C)=O)C=CC1OC (4-(3-Cyclopentyloxy-4-methoxy-benzyl)-5-methyl-pyrazol-3-one). Yield: 65.6%. As a reaction SMILES: [C:1]([CH:4]([CH2:10][C:11]1[CH:16]=[CH:15][C:14]([O:17][CH3:18])=[C:13]([O:19][CH:20]2[CH2:24][CH2:23][CH2:22][CH2:21]2)[CH:12]=1)[C:5](OCC)=[O:6])(=O)[CH3:2].O.[NH2:26][NH2:27]>C(O)C>[CH:20]1([O:19][C:13]2[CH:12]=[C:11]([CH:16]=[CH:15][C:14]=2[O:17][CH3:18])[CH2:10][C:4]2[C:5](=[O:6])[N:26]=[N:27][C:1]=2[CH3:2])[CH2:24][CH2:23][CH2:22][CH2:21]1 |f:1.2|. Procedure: To a stirred solution of ethyl 2-acetyl-3-(3-cyclopentyloxy-4-methoxyphenyl)-propanoate (585 mg, 1.74 mmol) in absolute ethanol (10 ml) at 0° C. was added hydrazine monohydrate (87 mg, 1.74 mmol) in one portion. The resulting solution was stirred at 0° C. for 45 minutes and then refluxed at 80° C. for 3 hours. After cooling to room temperature, the reaction mixture was concentrated in vacuo and purified by flash chromatography (SiO2 ; methylene chloride/ethanol/ammonia (4:1:0.1)) to afford the t...